Dataset: the Open Reaction Database (ORD), a public repository of structured organic reaction records. Task: describe an organic reaction: reactants, conditions, products, and yield Product: CCC(CC)Nc1nc(SC)nc(C(C)C)c1[N+](=O)[O-]. The reactants are CS, CS(C)=O, CCC(CC)Nc1nc(Cl)nc(C(C)C)c1[N+](=O)[O-], [Na], O. Reaction SMILES: [CH3:20][SH:21].[CH3:24][S:25](=[O:26])[CH3:27].[Cl:1][c:2]1[n:3][c:4]([CH:17]([CH3:18])[CH3:19])[c:5]([N+:14](=[O:15])[O-:16])[c:6]([NH:8][CH:9]([CH2:10][CH3:11])[CH2:12][CH3:13])[n:7]1.[Na:22].[OH2:23]>>[c:2]1([S:21][CH3:20])[n:3][c:4]([CH:17]([CH3:18])[CH3:19])[c:5]([N+:14](=[O:15])[O-:16])[c:6]([NH:8][CH:9]([CH2:10][CH3:11])[CH2:12][CH3:13])[n:7]1. Starting materials: O=C(O)C1C[C@H]1c1ccccc1, COc1ccc(N)cc1OC. The reagents and catalysts are C1CCC(CC1)N=C=NC2CCCCC2 (DCC), CCN(C(C)C)C(C)C (DIPEA), C1(=C(C(=C(C(=C1F)F)F)F)F)O (Pentafluorophenol). Solvent: CN(C)C=O (DMF), CN(C)C=O (DMF), CN(C)C=O (DMF), CN(C)C=O (DMF), CN(C)C=O (DMF), CN(C)C=O (DMF). Reaction conditions: temperature 25 celsius, time 2 hour. The product is COc1ccc(NC(=O)C2C[C@H]2c2ccccc2)cc1OC. Isolated yield 28.0%. As a reaction SMILES: COc1ccc(N)cc1OC.O=C(O)C1C[C@H]1c1ccccc1.C1CCC(CC1)N=C=NC2CCCCC2.C1(=C(C(=C(C(=C1F)F)F)F)F)O.CCN(C(C)C)C(C)C.CN(C)C=O>>COc1ccc(NC(=O)C2C[C@H]2c2ccccc2)cc1OC.